This data is from the Open Reaction Database (ORD), a public repository of structured organic reaction records. The task is: describe an organic reaction: reactants, conditions, products, and yield Starting materials: aqueous solution, C=O (formaldehyde), C(#N)[BH3-].[Na+] (sodium cyanoborohydride), CC(C#C/C=C/CN(CC)CC1=CC(=CC=C1)NCC1=CC(=CC=C1)C1=CSC=C1)(C)C ((E)-N-(6,6-dimethyl-2-hepten-4-ynyl)-N-ethyl-3-[3-(3-thienyl)benzylamino]benzylamine). Run in C(C)#N (acetonitrile). Conditions: time 30 minute. Product: CC(C#C/C=C/CN(CC)CC1=CC(=CC=C1)N(C)CC1=CC(=CC=C1)C1=CSC=C1)(C)C ((E)-N-(6,6 -dimethyl-2-hepten-4-ynyl)-N-ethyl-3-[N'-methyl-3-(3-thienyl)benzylamino]benzylamine). Isolated yield 53.3%. Reaction SMILES: [CH3:1][C:2]([CH3:32])([CH3:31])[C:3]#[C:4]/[CH:5]=[CH:6]/[CH2:7][N:8]([CH2:11][C:12]1[CH:17]=[CH:16][CH:15]=[C:14]([NH:18][CH2:19][C:20]2[CH:25]=[CH:24][CH:23]=[C:22]([C:26]3[CH:30]=[CH:29][S:28][CH:27]=3)[CH:21]=2)[CH:13]=1)[CH2:9][CH3:10].C=O.[C:35]([BH3-])#N.[Na+]>C(#N)C>[CH3:32][C:2]([CH3:31])([CH3:1])[C:3]#[C:4]/[CH:5]=[CH:6]/[CH2:7][N:8]([CH2:11][C:12]1[CH:17]=[CH:16][CH:15]=[C:14]([N:18]([CH2:19][C:20]2[CH:25]=[CH:24][CH:23]=[C:22]([C:26]3[CH:30]=[CH:29][S:28][CH:27]=3)[CH:21]=2)[CH3:35])[CH:13]=1)[CH2:9][CH3:10] |f:2.3|. Procedure: 100 mg of the (E)-N-(6,6-dimethyl-2-hepten-4-ynyl)-N-ethyl-3-[3-(3-thienyl)benzylamino]benzylamine obtained in Example 175 was dissolved in 3 ml of acetonitrile. 0.1 ml of a 35% aqueous solution of formaldehyde and 22.7 mg of sodium cyanoborohydride were added, and the mixture was stirred at room temperature for 30 minutes. The reaction mixture was evaporated under reduced pressure. The residue was dissolved in a mixture of ethyl acetate and water. The organic layer was separated, and dried over...